From a dataset of the Open Reaction Database (ORD), a public repository of structured organic reaction records. describe an organic reaction: reactants, conditions, products, and yield Starting materials: CS(=O)(=O)O[C@@H]1COC[C@H]1OC1=CC=C(C=C1)Br (trans-4-(4-bromophenoxy)tetrahydrofuran-3-yl methanesulfonate), BrC1=CC=C(O[C@H]2[C@@H](CCC2)O)C=C1 (trans-2-(4-bromophenoxy)cyclopentanol). Yields the product CS(=O)(=O)O[C@H]1[C@@H](CCC1)OC1=CC=C(C=C1)Br (trans-2-(4-bromophenoxy)cyclopentyl methanesulfonate). RXN SMILES: [CH3:1][S:2]([O:5][C@H:6]1[C@H:10]([O:11][C:12]2[CH:17]=[CH:16][C:15]([Br:18])=[CH:14][CH:13]=2)[CH2:9]O[CH2:7]1)(=[O:4])=[O:3].Br[C:20]1C=CC(O[C@@H]2CCC[C@H]2O)=CC=1>>[CH3:1][S:2]([O:5][C@@H:6]1[CH2:7][CH2:20][CH2:9][C@H:10]1[O:11][C:12]1[CH:13]=[CH:14][C:15]([Br:18])=[CH:16][CH:17]=1)(=[O:3])=[O:4]. Procedure: The title compound of Step 2 was prepared according to the general procedure for the synthesis of trans-4-(4-bromophenoxy)tetrahydrofuran-3-yl methanesulfonate in Example 2, except that trans-2-(4-bromophenoxy)cyclopentanol was used in place of trans-4-(4-bromophenoxy)tetrahydrofuran-3-ol, and the reaction mixture was quenched by addition of saturated aqueous ammonium chloride solution. The organic layer was then washed with saturated aqueous ammonium chloride solution, washed with saturated aqu... Reactants: C(C)OC1=C(C=C(C=C1)C=1C=CC(NN1)=O)OC (6-(4-ethoxy-3-methoxyphenyl)- 3[2H]pyridazinone), C(CCC)OC1=C(C=C(C=C1)C=1C=CC(NN1)=O)OC (6-(4-n-butoxy-3-methoxyphenyl)-3[2H]pyridazinone). Yields the product C(C)(CC)OC1=C(C=C(C=C1)C=1C=CC(NN1)=O)OC (6-(4-sec.-butoxy-3-methoxyphenyl)-3[2H]pyridazinone), CC(CCOC1=C(C=C(C=C1)C=1C=CC(NN1)=O)OC)C (6-[4-(3-methylbutoxy)-3-methoxyphenyl]-3[2H]pyridazinone), substituted 3-benzoylacrylic acids. Reaction SMILES: [CH2:1]([O:5][C:6]1[CH:11]=[CH:10][C:9]([C:12]2[CH:13]=[CH:14][C:15](=[O:18])[NH:16][N:17]=2)=[CH:8][C:7]=1[O:19][CH3:20])[CH2:2][CH2:3]C.[CH2:21]([O:23][C:24]1[CH:29]=[CH:28][C:27]([C:30]2[CH:31]=[CH:32][C:33](=[O:36])[NH:34][N:35]=2)=[CH:26][C:25]=1[O:37][CH3:38])[CH3:22]>>[CH:1]([O:5][C:6]1[CH:11]=[CH:10][C:9]([C:12]2[CH:13]=[CH:14][C:15](=[O:18])[NH:16][N:17]=2)=[CH:8][C:7]=1[O:19][CH3:20])([CH2:2][CH3:3])[CH3:21].[CH3:1][CH:2]([CH3:3])[CH2:22][CH2:21][O:23][C:24]1[CH:29]=[CH:28][C:27]([C:30]2[CH:31]=[CH:32][C:33](=[O:36])[NH:34][N:35]=2)=[CH:26][C:25]=1[O:37][CH3:38]. Reported procedure: In an analogous manner, 6-(4-n-butoxy-3-methoxyphenyl)-3[2H]pyridazinone, m.p. 193°; 6-(4-ethoxy-3-methoxyphenyl)- 3[2H]pyridazinone, m.p. 186°; 6-(4-sec.-butoxy-3-methoxyphenyl)-3[2H]pyridazinone, m.p. 168°, 6-[4-(3-methylbutoxy)-3-methoxyphenyl]-3[2H]pyridazinone, m.p. 170°, are obtained from the correspondingly substituted 3-benzoylacrylic acids. Reactants: C(#C)C1=C(C=CC=C1)N (2-ethynyl-phenylamine), C(C)(C)N(C(C)C)CC (N,N-diisopropylethylamine), BrC=1C=2N(C=CC1)N=C(N2)Cl (8-bromo-2-chloro-[1,2,4]triazolo[1,5-a]pyridine), bBis(triphenylphosphine)palladium(II) chloride, Cl (hydrochloric acid). The reagents and catalysts are [Cu]I (copper(I) iodide). The solvent is CN(C=O)C (N,N-dimethylformamide). Run at time 18 hour. Yields the product ClC1=NN2C(C(=CC=C2)C#CC2=C(C=CC=C2)N)=N1 (2-(2-Chloro-[1,2,4]triazolo[1,5-a]pyridin-8-ylethynyl)-phenylamine), solid. Yield: 55.0%. RXN SMILES: [C:1]([C:3]1[CH:8]=[CH:7][CH:6]=[CH:5][C:4]=1[NH2:9])#[CH:2].C(N(CC)C(C)C)(C)C.Br[C:20]1[C:21]2[N:22]([N:26]=[C:27]([Cl:29])[N:28]=2)[CH:23]=[CH:24][CH:25]=1.Cl>CN(C)C=O.[Cu]I>[Cl:29][C:27]1[N:28]=[C:21]2[C:20]([C:2]#[C:1][C:3]3[CH:8]=[CH:7][CH:6]=[CH:5][C:4]=3[NH2:9])=[CH:25][CH:24]=[CH:23][N:22]2[N:26]=1. Reported procedure: To a mixture of 2-ethynyl-phenylamine (126.0 mg, 1.075 mmol) and N,N-diisopropylethylamine (2 mL, 10 mmol) in N,N-dimethylformamide (1 mL) at room temperature under an atmosphere of nitrogen was added 8-bromo-2-chloro-[1,2,4]triazolo[1,5-a]pyridine (250.0 mg, 1.075 mmol), bBis(triphenylphosphine)palladium(II) chloride (10.0 mg, 0.0142 mmol) and copper(I) iodide (7.0 mg, 0.037 mmol). The mixture was stirred at room temperature for 18 hours then was poured into 0.1N hydrochloric acid (100 mL) and ... Reactants: C(O)([O-])=O.[K+] (potassium hydrogencarbonate), ice, FC1=CC(=C(C=O)C=C1)OC (4-fluoro-2-methoxy-benzaldehyde), [BH4-].[Na+] (sodium borohydride). Solvent: O (water), CO (methanol). Run at time 1 hour. Product: FC1=CC(=C(C=C1)CO)OC ((4-fluoro-2-methoxy-phenyl)-methanol). The yield is 90.8%. RXN SMILES: [F:1][C:2]1[CH:9]=[CH:8][C:5]([CH:6]=[O:7])=[C:4]([O:10][CH3:11])[CH:3]=1.[BH4-].[Na+].C(=O)([O-])O.[K+]>CO.O>[F:1][C:2]1[CH:9]=[CH:8][C:5]([CH2:6][OH:7])=[C:4]([O:10][CH3:11])[CH:3]=1 |f:1.2,3.4|. Procedure: An ice-cold solution of 5.6 g of 4-fluoro-2-methoxy-benzaldehyde in 75 ml of methanol was treated portionwise (5 portions within 50 minutes) with 1.51 g (40 mmol) of sodium borohydride and the reaction mixture was stirred for another 1 hour at room temperature. A dispersion of 7 g of potassium hydrogencarbonate in 20 ml of water was added and the mixture stirred for 30 minutes at room temperature. Thereupon, most of the methanol was evaporated under reduced pressure and the residue extracted wit...